describe an organic reaction: reactants, conditions, products, and yield From a dataset of the Open Reaction Database (ORD), a public repository of structured organic reaction records. The reactants are C(C(C)C)NC1=CC=C(C=N1)C(=O)C1=CNC2=NC=CC=C21 ((6-Isobutylamino-pyridin-3-yl)-(1H-pyrrolo[2,3-b]pyridin-3-yl)-methanone), C1(CC1)CNC1=CC=C(C=N1)C(=O)C1=CNC2=NC=CC=C21 ([6-(Cyclopropylmethyl-amino)-pyridin-3-yl]-(1H-pyrrolo[2,3-b]pyridin-3-yl)-methanone). The product is C1(CC1)CNC1=NC=C(C=C1)CC1=CNC2=NC=CC=C21 (Cyclopropylmethyl-[5-(1H-pyrrolo[2,3-b]pyridin-3-ylmethyl)-pyridin-2-yl]-amine). RXN SMILES: [CH2:1]([NH:5][C:6]1[N:11]=[CH:10][C:9]([C:12]([C:14]2[C:22]3[C:17](=[N:18][CH:19]=[CH:20][CH:21]=3)[NH:16][CH:15]=2)=O)=[CH:8][CH:7]=1)[CH:2]([CH3:4])[CH3:3].C1(CNC2N=CC(C(C3C4C(=NC=CC=4)NC=3)=O)=CC=2)CC1>>[CH:2]1([CH2:1][NH:5][C:6]2[CH:7]=[CH:8][C:9]([CH2:12][C:14]3[C:22]4[C:17](=[N:18][CH:19]=[CH:20][CH:21]=4)[NH:16][CH:15]=3)=[CH:10][N:11]=2)[CH2:4][CH2:3]1. Procedure details: was prepared following the protocol of Scheme 8, substituting (6-Isobutylamino-pyridin-3-yl)-(1H-pyrrolo[2,3-b]pyridin-3-yl)-methanone P-0025 with [6-(Cyclopropylmethyl-amino)-pyridin-3-yl]-(1H-pyrrolo[2,3-b]pyridin-3-yl)-methanone P-0030 (prepared as described in Example 5). MS (ESI) [M+H+]+=279. Starting materials: [Al] (aluminium), Ag2O, C(C1=CC=CC=C1)Br (benzyl bromide), C(CCCCO)O (1,5-pentanediol). The solvent is C(Cl)Cl (CH2Cl2). Conditions: time 18 hour. Product: C(C1=CC=CC=C1)OCCCCCO (5-(benzyloxy)pentan-1-ol). RXN SMILES: [CH2:1]([OH:7])[CH2:2][CH2:3][CH2:4][CH2:5][OH:6].[CH2:8](Br)[C:9]1[CH:14]=[CH:13][CH:12]=[CH:11][CH:10]=1.[Al]>C(Cl)Cl>[CH2:8]([O:6][CH2:5][CH2:4][CH2:3][CH2:2][CH2:1][OH:7])[C:9]1[CH:14]=[CH:13][CH:12]=[CH:11][CH:10]=1. Procedure: 1,5-pentanediol (2.10 mL, 20.0 mmol, 1.0 equiv.) was dissolved in CH2Cl2 (100 mL). Ag2O (6.95 g, 30.0 mmol, 1.5 equiv.) and benzyl bromide (2.62 mL, 22.0 mmol, 1.1 equiv.) were added to the solution sequentially. The flask was wrapped with aluminium foil, and the solution was stirred at room temperature for 18 h. The solution was filtered through a pad of celite, eluting with CH2Cl2, and concentrated under reduced pressure. The residue was purified by flash column chromatography (silica gel, Eth... RXN SMILES: [CH2:1]([CH:2]=[CH2:3])[n:4]1[n:5](-[c:16]2[n:17][c:18]([CH:22]([CH3:23])[OH:24])[cH:19][cH:20][cH:21]2)[c:6]2[n:7][c:8]([S:14][CH3:15])[n:9][cH:10][c:11]2[c:12]1=[O:13].[CH3:25][c:26]1[cH:27][c:28]([NH2:29])[cH:30][cH:31][c:32]1[N:33]1[CH2:34][CH2:35][N:36]([CH3:39])[CH2:37][CH2:38]1>>[CH2:1]([CH:2]=[CH2:3])[n:4]1[n:5](-[c:16]2[n:17][c:18]([CH:22]([CH3:23])[OH:24])[cH:19][cH:20][cH:21]2)[c:6]2[n:7][c:8]([NH:29][c:28]3[cH:27][c:26]([CH3:25])[c:32]([N:33]4[CH2:34][CH2:35][N:36]([CH3:39])[CH2:37][CH2:38]4)[cH:31][cH:30]3)[n:9][cH:10][c:11]2[c:12]1=[O:13]. The product is C=CCn1c(=O)c2cnc(Nc3ccc(N4CCN(C)CC4)c(C)c3)nc2n1-c1cccc(C(C)O)n1. Reactants: C=CCn1c(=O)c2cnc(SC)nc2n1-c1cccc(C(C)O)n1, Cc1cc(N)ccc1N1CCN(C)CC1. Starting materials: BrCCC1=C(C=C(O[Si](C(C)C)(C(C)C)C(C)C)C=C1F)F ((4-(2-Bromoethyl)-3,5-difluorophenoxy)triisopropylsilane), CCCC[N+](CCCC)(CCCC)CCCC.[F-] (TBAF), [H-].[Na+] (NaH), N=1N=CN(C1)NC1=CC=C(C(=C1)C1=CC=CC=C1)C#N (5-(4H-1,2,4-triazol-4-ylamino)biphenyl-2-carbonitrile). The solvent is CN(C)C=O (DMF), CC(=O)O (AcOH), CN(C)C=O (DMF). Reaction conditions: time 48 hour. The product is FC1=C(CCN(C2=CC=C(C(=C2)C2=CC=CC=C2)C#N)N2C=NN=C2)C(=CC(=C1)O)F (5-((2,6-Difluoro-4-hydroxyphenethyl)(4H-1,2,4-triazol-4-yl)amino)biphenyl-2-carbonitrile). Isolated yield 49.0%. As a reaction SMILES: [H-].[Na+].[N:3]1[N:4]=[CH:5][N:6]([NH:8][C:9]2[CH:14]=[C:13]([C:15]3[CH:20]=[CH:19][CH:18]=[CH:17][CH:16]=3)[C:12]([C:21]#[N:22])=[CH:11][CH:10]=2)[CH:7]=1.Br[CH2:24][CH2:25][C:26]1[C:42]([F:43])=[CH:41][C:29]([O:30][Si](C(C)C)(C(C)C)C(C)C)=[CH:28][C:27]=1[F:44].CCCC[N+](CCCC)(CCCC)CCCC.[F-]>CN(C=O)C.CC(O)=O>[F:43][C:42]1[CH:41]=[C:29]([OH:30])[CH:28]=[C:27]([F:44])[C:26]=1[CH2:25][CH2:24][N:8]([N:6]1[CH:5]=[N:4][N:3]=[CH:7]1)[C:9]1[CH:14]=[C:13]([C:15]2[CH:20]=[CH:19][CH:18]=[CH:17][CH:16]=2)[C:12]([C:21]#[N:22])=[CH:11][CH:10]=1 |f:0.1,4.5|. Reported procedure: NaH (60% dispersion in mineral oil, 0.039 g, 0.98 mmol) was added to a solution of 5-(4H-1,2,4-triazol-4-ylamino)biphenyl-2-carbonitrile (CAB06022) (0.23 g, 0.88 mmol) in DMF (5 mL). After stirring for 30 minutes a solution of PMW04158 (0.38 g, 0.97 mmol) in DMF (3 mL) was added and stirring was continued for 48 h. TBAF (1M in THF, 1.35 mL) was added and after 30 minutes the reaction mixture was poured onto H2O (15 mL) and acidified with 3M aq. AcOH. The product was extracted with EtOAc (0.3×25 ... Starting materials: C(=O)=O (carbon dioxide), BrC1=CN2C(S1)=NC(=C2)C2=CC=C(C=C2)F (2-Bromo-6-(4-fluoro-phenyl)-imidazo[2,1-b]thiazole), C(CCC)[Li] (butyllithium). Run in C1CCOC1 (THF), CCCCCC (hexane). Conditions: time 10 minute. Yields the product FC1=CC=C(C=C1)C=1N=C2SC(=CN2C1)C(=O)O (6-(4-Fluoro-phenyl)-imidazo[2,1-b]thiazole-2-carboxylic acid). The yield is 10.0%. Reaction SMILES: Br[C:2]1[S:6][C:5]2=[N:7][C:8]([C:10]3[CH:15]=[CH:14][C:13]([F:16])=[CH:12][CH:11]=3)=[CH:9][N:4]2[CH:3]=1.C([Li])CCC.[C:22](=[O:24])=[O:23]>C1COCC1.CCCCCC>[F:16][C:13]1[CH:14]=[CH:15][C:10]([C:8]2[N:7]=[C:5]3[N:4]([CH:9]=2)[CH:3]=[C:2]([C:22]([OH:24])=[O:23])[S:6]3)=[CH:11][CH:12]=1. Procedure details: To a solution of 2-bromo-6-(4-fluoro-phenyl)-imidazo[2,1-b]thiazole (example 22, 100 mg, 0.336 mmol) in 5 ml THF were added 200 μl butyllithium (2.5 M) in hexane at −60° C. The mixture was stirred for 10 min, solid carbon dioxide was added and the mixture was allowed to warm at RT. The solution was quenched with methanol and water, acidified and extracted with ethyl acetate. The organic layer was separated, washed with water, dried and evaporated. The crude product was purified by preparative HP... Reactants: O=C([O-])[O-], COS(=O)(=O)OC, CC(C)=O, [K+], [K+], CNC(=O)C(=NO)c1ccccc1COc1ccc(-c2ccccc2)cc1. Yields the product CNC(=O)C(=NOC)c1ccccc1COc1ccc(-c2ccccc2)cc1. RXN SMILES: [C:28](=[O:29])([O-:30])[O-:31].[CH3:34][O:35][S:36]([O:37][CH3:38])(=[O:39])=[O:40].[CH3:41][C:42](=[O:43])[CH3:44].[K+:32].[K+:33].[c:1]1(-[c:22]2[cH:23][cH:24][cH:25][cH:26][cH:27]2)[cH:2][cH:3][c:4]([O:7][CH2:8][c:9]2[c:10]([C:15]([C:16](=[O:17])[NH:18][CH3:19])=[N:20][OH:21])[cH:11][cH:12][cH:13][cH:14]2)[cH:5][cH:6]1>>[c:1]1(-[c:22]2[cH:23][cH:24][cH:25][cH:26][cH:27]2)[cH:2][cH:3][c:4]([O:7][CH2:8][c:9]2[c:10]([C:15]([C:16](=[O:17])[NH:18][CH3:19])=[N:20][O:21][CH3:28])[cH:11][cH:12][cH:13][cH:14]2)[cH:5][cH:6]1. The reactants are NCCCCCC(=O)O (6-aminocaproic acid), NCCCC(=O)O (γ-aminobutyric acid). Product: C(C=CC1=CC=CC=C1)(=O)C(C(=O)O)CCCCN (Cinnamoyl-6-aminocaproic Acid). Yield: 77.0%. As a reaction SMILES: [NH2:1][CH2:2][CH2:3][CH2:4][CH2:5][CH2:6][C:7]([OH:9])=[O:8].N[CH2:11][CH2:12][CH2:13][C:14]([OH:16])=O>>[C:14]([CH:6]([CH2:5][CH2:4][CH2:3][CH2:2][NH2:1])[C:7]([OH:9])=[O:8])(=[O:16])[CH:13]=[CH:12][C:11]1[CH:6]=[CH:5][CH:4]=[CH:3][CH:2]=1. Reported procedure: Using 6-aminocaproic acid in lieu of γ-aminobutyric acid, the title compound was synthesized following essentially the procedure described in Example 14. Yield 77%, m.p. 91.6-92.3° C. The reactants are crude product, COC([C@H](N)C)=O (D-alanine methyl ester), C1(=CC=CC=C1)COC(=O)N1COC(C1CCC=C(C(=O)OC)NC(=O)OC(C)(C)C)=O (4-[4-[[(1,1-dimethylethoxy)carbonyl]amino]-5-methoxy-5-oxo-3-pentenyl]-5-oxo-3-oxazolidine-Carboxylic Acid Phenylmethyl Ester), COC([C@H](N)C)=O (D-alanine methyl ester). Conditions: temperature 140 celsius, time 10 minute. Product: COC([C@H](NC([C@@H](NC(=O)OCC1=CC=CC=C1)CC\C=C(/NC(=O)OC(C)(C)C)\C(=O)OC)=O)C)=O ((Z)-N-[5,6-Didehydro-N6 -[(1,1-dimethylethoxy)carbonyl]-6-(methoxycarbonyl)-N2 -[(phenylmethoxy)carbonyl]-L-lysyl]-D-alanine Methyl Ester). The yield is 70.2%. As a reaction SMILES: [CH3:1][O:2][C:3](=[O:7])[C@@H:4]([CH3:6])[NH2:5].[C:8]1([CH2:14][O:15][C:16]([N:18]2[CH:22]([CH2:23][CH2:24][CH:25]=[C:26]([NH:31][C:32]([O:34][C:35]([CH3:38])([CH3:37])[CH3:36])=[O:33])[C:27]([O:29][CH3:30])=[O:28])[C:21](=O)[O:20]C2)=[O:17])[CH:13]=[CH:12][CH:11]=[CH:10][CH:9]=1>>[CH3:1][O:2][C:3](=[O:7])[C@@H:4]([CH3:6])[NH:5][C:21](=[O:20])[C@H:22]([CH2:23][CH2:24]/[CH:25]=[C:26](/[C:27]([O:29][CH3:30])=[O:28])\[NH:31][C:32]([O:34][C:35]([CH3:36])([CH3:37])[CH3:38])=[O:33])[NH:18][C:16]([O:15][CH2:14][C:8]1[CH:13]=[CH:12][CH:11]=[CH:10][CH:9]=1)=[O:17]. Reported procedure: A mixture of 3.3 g of D-alanine methyl ester and 7.1 g of 46c is heated at 140° C. for 10 min, then another 1.6 g of D-alanine methyl ester is added. Heating is continued at 140° C. for an additional 10 min. After cooling to ambient temperature the crude product is chromatographed on silica gel using variable gradient hexane/ethyl acetate. Purified product (6.7 g) is recovered. The material is crystallized from hexanes-ether to give 5.8 g of the desired product 47c as a solid. NMR δ1.43 (s,d, 12... Reactants: FC(C(=O)O)(F)F.ClC1=CC=C2C(=C1)NC(C21C(NC(C1C1=C(C(=CC=C1)Cl)F)C(=O)O)CC(C)(C)C)=O (rac-(2′S,3′R,4′S,5′R)-6-chloro-4′-(3-chloro-2-fluoro-phenyl)-2′-(2,2-dimethyl-propyl)-2-oxo-1,2-dihydro-spiro[indole-3,3′-pyrrolidine]-5′-carboxylic acid trifluoroacetic acid), NC1=CC(=C(C(=O)OC)C=C1)Cl (methyl 4-amino-2-chlorobenzoate), C(C)(C)N(CC)C(C)C (diisopropylethylamine), C1(=CC=CC=C1)P(=O)(C1=CC=CC=C1)Cl (diphenylphosphinic chloride). The product is COC(C1=C(C=C(C=C1)NC(=O)[C@H]1[C@@H]([C@@]2([C@@H](N1)CC(C)(C)C)C(NC1=CC(=CC=C12)Cl)=O)C1=C(C(=CC=C1)Cl)F)Cl)=O (rac-2-chloro-4-{[(2′S,3′R,4′S,5′R)-6-chloro-4′-(3-chloro-2-fluoro-phenyl)-2′-(2,2-dimethyl-propyl)-2-oxo-1,2-dihydro-spiro[indole-3,3′-pyrrolidine]-5′-carbonyl]-amino}-benzoic acid methyl ester). The yield is 32.3%. RXN SMILES: FC(F)(F)C(O)=O.[Cl:8][C:9]1[CH:14]=[C:13]2[NH:15][C:16](=[O:38])[C:17]3([CH:21]([C:22]4[CH:27]=[CH:26][CH:25]=[C:24]([Cl:28])[C:23]=4[F:29])[CH:20]([C:30](O)=[O:31])[NH:19][CH:18]3[CH2:33][C:34]([CH3:37])([CH3:36])[CH3:35])[C:12]2=[CH:11][CH:10]=1.C(N(C(C)C)CC)(C)C.C1(P(Cl)(C2C=CC=CC=2)=O)C=CC=CC=1.[NH2:63][C:64]1[CH:73]=[CH:72][C:67]([C:68]([O:70][CH3:71])=[O:69])=[C:66]([Cl:74])[CH:65]=1>>[CH3:71][O:70][C:68](=[O:69])[C:67]1[CH:72]=[CH:73][C:64]([NH:63][C:30]([C@@H:20]2[NH:19][C@@H:18]([CH2:33][C:34]([CH3:36])([CH3:35])[CH3:37])[C@:17]3([C:12]4[C:13](=[CH:14][C:9]([Cl:8])=[CH:10][CH:11]=4)[NH:15][C:16]3=[O:38])[C@H:21]2[C:22]2[CH:27]=[CH:26][CH:25]=[C:24]([Cl:28])[C:23]=2[F:29])=[O:31])=[CH:65][C:66]=1[Cl:74] |f:0.1|. Procedure details: In a manner similar to the method described in Example 5, rac-(2′S,3′R,4′S,5′R)-6-chloro-4′-(3-chloro-2-fluoro-phenyl)-2′-(2,2-dimethyl-propyl)-2-oxo-1,2-dihydro-spiro[indole-3,3′-pyrrolidine]-5′-carboxylic acid trifluoroacetic acid prepared in Example 4 (0.25 g, 0.44 mmol), was reacted with diisopropylethylamine (0.23 g, 1.8 mmol), diphenylphosphinic chloride (0.32 g, 1.3 mmol), then reacted with methyl 4-amino-2-chlorobenzoate (0.099 g, 0.53 mmol) to give rac-2-chloro-4-{[(2′S,3′R,4′S,5′R)-6-c...